This data is from the Open Reaction Database (ORD), a public repository of structured organic reaction records. The task is: describe an organic reaction: reactants, conditions, products, and yield The reactants are C1(=CC=CC=C1)CCC(=O)N[C@@H](C(C)C)C(=O)N[C@@H](C)C(=O)NC1CC(OC1OCC1=CC=CC=C1)=O (N-(3-phenylpropionyl-valinyl-alaninyl)-4-amino-5-benzyloxy-2-oxo-tetrahydrofuran). The reagents and catalysts are [OH-].[OH-].[Pd+2] (Pd(OH)2 on carbon). The solvent is CN(C=O)C (dimethylformamide), CO (methanol). Run at time 3 hour. Product: C1(=CC=CC=C1)CCC(=O)N[C@@H](C(C)C)C(=O)N[C@@H](C)C(=O)NC(CC(=O)O)C=O (N-(3-phenylpropionyl-valinyl-alaninyl)-3-amino-4-oxobutanoic acid). Yield: 72.4%. As a reaction SMILES: [C:1]1([CH2:7][CH2:8][C:9]([NH:11][C@H:12]([C:16]([NH:18][C@H:19]([C:21]([NH:23][CH:24]2[CH:28]([O:29]CC3C=CC=CC=3)[O:27][C:26](=[O:37])[CH2:25]2)=[O:22])[CH3:20])=[O:17])[CH:13]([CH3:15])[CH3:14])=[O:10])[CH:6]=[CH:5][CH:4]=[CH:3][CH:2]=1>CN(C)C=O.CO.[OH-].[OH-].[Pd+2]>[C:1]1([CH2:7][CH2:8][C:9]([NH:11][C@H:12]([C:16]([NH:18][C@H:19]([C:21]([NH:23][CH:24]([CH:28]=[O:29])[CH2:25][C:26]([OH:37])=[O:27])=[O:22])[CH3:20])=[O:17])[CH:13]([CH3:14])[CH3:15])=[O:10])[CH:6]=[CH:5][CH:4]=[CH:3][CH:2]=1 |f:3.4.5|. Procedure: To a solution of 188 mg of N-(3-phenylpropionyl-valinyl-alaninyl)-4-amino-5-benzyloxy-2-oxo-tetrahydrofuran in 2 mL of dimethylformamide and 3 mL of methanol was added ~100 mg of Pd(OH)2 on carbon. After the mixture had been stirred vigorously under hydrogen for 3 hours, the mixture was filtered through a 0.22 μm nylon membrane filter and concentrated. The residue was purified by MPLC on silica-gel (22×300 mm column, eluted with a gradient of dichloromethane to 8% formic acid and 32% methanol in... The reactants are C=CC(=O)N1c2ccccc2C(=O)Nc2cccnc21, C1CCNCC1, C1COCCO1. Product: O=C1Nc2cccnc2N(C(=O)CCN2CCCCC2)c2ccccc21. As a reaction SMILES: [C:1]([CH:2]=[CH2:3])(=[O:4])[N:5]1[c:6]2[c:7]([cH:17][cH:18][cH:19][n:20]2)[NH:8][C:9](=[O:16])[c:10]2[c:11]1[cH:12][cH:13][cH:14][cH:15]2.[CH2:21]1[CH2:22][CH2:23][NH:24][CH2:25][CH2:26]1.[O:27]1[CH2:28][CH2:29][O:30][CH2:31][CH2:32]1>>[C:1]([CH2:2][CH2:3][N:24]1[CH2:23][CH2:22][CH2:21][CH2:26][CH2:25]1)(=[O:4])[N:5]1[c:6]2[c:7]([cH:17][cH:18][cH:19][n:20]2)[NH:8][C:9](=[O:16])[c:10]2[c:11]1[cH:12][cH:13][cH:14][cH:15]2.